This data is from the Open Reaction Database (ORD), a public repository of structured organic reaction records. The task is: describe an organic reaction: reactants, conditions, products, and yield Reported procedure: A solution of 121 g. of 2-(4-methyl-phenoxy)-5-methyl-benzoic acid in 600 ml. of tetahydrofuran is slowly added dropwise, with cooling in an icebath, to 420 ml. of a 70% solution of sodium dihydro-bis(1-methoxyethoxy)-aluminate in benzene and stirred for an additional hour at room temperature. To the obtained clear solution, 800 ml. of 20% aqueous sodium hydroxide solution are carefully added dropwise. Then, the organic phase is separated. The aqueous phase is extracted three additional times wi... The reactants are solution, sodium dihydro-bis(1-methoxyethoxy)-aluminate, CC1=CC=C(OC2=C(C(=O)O)C=C(C=C2)C)C=C1 (2-(4-methyl-phenoxy)-5-methyl-benzoic acid), [OH-].[Na+] (sodium hydroxide). Run in C1=CC=CC=C1 (benzene). Product: CC1=CC=C(OC2=C(CO)C=C(C=C2)C)C=C1 (2-(4-methyl-phenoxy)-5-methyl-benzyl alcohol). As a reaction SMILES: [CH3:1][C:2]1[CH:18]=[CH:17][C:5]([O:6][C:7]2[CH:15]=[CH:14][C:13]([CH3:16])=[CH:12][C:8]=2[C:9](O)=[O:10])=[CH:4][CH:3]=1.[OH-].[Na+]>C1C=CC=CC=1>[CH3:1][C:2]1[CH:3]=[CH:4][C:5]([O:6][C:7]2[CH:15]=[CH:14][C:13]([CH3:16])=[CH:12][C:8]=2[CH2:9][OH:10])=[CH:17][CH:18]=1 |f:1.2|. Starting materials: COC(CC1=CC=C(C=C1)CNS(=O)(=O)C)=O ([4-(methanesulfonylamino-methyl)-phenyl]-acetic acid methyl ester), COC(CC1=C(C=CC=C1)CNC(=O)OC(C)(C)C)=O ([2-(tert-butoxycarbonylamino-methyl)-phenyl]-acetic acid methyl ester). The product is CS(=O)(=O)NCC1=CC=C(C=C1)CC(=O)O ([4-(methanesulfonylamino-methyl)-phenyl]-acetic acid). RXN SMILES: C[O:2][C:3](=[O:17])[CH2:4][C:5]1[CH:10]=[CH:9][C:8]([CH2:11][NH:12][S:13]([CH3:16])(=[O:15])=[O:14])=[CH:7][CH:6]=1.COC(=O)CC1C=CC=CC=1CNC(OC(C)(C)C)=O>>[CH3:16][S:13]([NH:12][CH2:11][C:8]1[CH:9]=[CH:10][C:5]([CH2:4][C:3]([OH:17])=[O:2])=[CH:6][CH:7]=1)(=[O:15])=[O:14]. Reported procedure: Compound 12a was prepared by following the procedure of Example 1, Step e, except 11a was substituted for 5a. (54%) Mass Spectral Analysis m/z=242.2 (M−H)− tR=1.47 min (96%)